Dataset: the Open Reaction Database (ORD), a public repository of structured organic reaction records. Task: describe an organic reaction: reactants, conditions, products, and yield Yield: 63.2%. The product is N1C=C(C2=CC=CC=C12)CC(C(NCCC1=NC=CN=C1)=O)(C)NC(OC1C2CC3CC(CC1C3)C2)=O (Tricyclo[3.3.1.13,7 ]dec-2-yl (±)-[1-(1H-indol-3-ylmethyl)-1-methyl-2-oxo-2-[[2-(2-pyrazinyl)ethyl]amino]ethyl]carbamate). RXN SMILES: [CH:1]12[CH2:10][CH:5]3[CH2:6][CH:7]([CH2:9][CH:3]([CH2:4]3)[CH:2]1[O:11][C:12]([NH:14][C:15]([CH3:29])([C:26](O)=[O:27])[CH2:16][C:17]1[C:25]3[C:20](=[CH:21][CH:22]=[CH:23][CH:24]=3)[NH:19][CH:18]=1)=[O:13])[CH2:8]2.O.ON1C2C=CC=CC=2N=N1.C1(N=C=NC2CCCCC2)CCCCC1.Cl.[N:57]1[CH:62]=[CH:61][N:60]=[CH:59][C:58]=1[CH2:63][CH2:64][NH2:65]>C(OCC)(=O)C.O.C(N(CC)CC)C>[NH:19]1[C:20]2[C:25](=[CH:24][CH:23]=[CH:22][CH:21]=2)[C:17]([CH2:16][C:15]([NH:14][C:12](=[O:13])[O:11][CH:2]2[CH:1]3[CH2:10][CH:5]4[CH2:6][CH:7]([CH2:9][CH:3]2[CH2:4]4)[CH2:8]3)([CH3:29])[C:26](=[O:27])[NH:65][CH2:64][CH2:63][C:58]2[CH:59]=[N:60][CH:61]=[CH:62][N:57]=2)=[CH:18]1 |f:1.2,4.5|. Solvent: C(C)N(CC)CC (triethylamine), O (water), C(C)(=O)OCC (ethyl acetate). Procedure: A room temperature solution of 0.40 g (1.01 mmol) of 2-adamantyloxycarbonyl-α-methyl-DL-tryptophan and 0.15 g (1.11 mmol) of 1-hydroxybenzotriazole hydrate in 15 mL of anhydrous ethyl acetate under N2 atmosphere was treated with 0.23 g (1.11 mmol) of 1,3-dicyclohexylcarbodiimide in one portion. The reaction was stirred for 1.75 hours and treated with 0.12 9 (1.22 mmol) of triethylamine and 0.17 g (1.07 mmol) of 2-pyrazineethaneamine hydrochloride. The reaction as stirred for 1.75 hours and filte... Run at time 1.75 hour. Starting materials: 9, Cl.N1=C(C=NC=C1)CCN (2-pyrazineethaneamine hydrochloride), C12C(C3CC(CC(C1)C3)C2)OC(=O)NC(CC2=CNC3=CC=CC=C23)(C(=O)O)C (2-adamantyloxycarbonyl-α-methyl-DL-tryptophan), O.ON1N=NC2=C1C=CC=C2 (1-hydroxybenzotriazole hydrate), C1(CCCCC1)N=C=NC1CCCCC1 (1,3-dicyclohexylcarbodiimide).